From a dataset of the Open Reaction Database (ORD), a public repository of structured organic reaction records. describe an organic reaction: reactants, conditions, products, and yield Solvent: C(C)O (ethanol). Procedure: Approximately 3.9 g. of 1-(2-methoxyethyl)-3-acetyl-4-phenyl-4-imidazolin-2-one and 400 mg. of 10% palladium on carbon in 30 ml. of ethanol is hydrogenated in the Parr Shaker apparatus at 30 psig of hydrogen. After one hour the catalyst is filtered and washed with 50 ml. of ethanol. The combined filtrate is concentrated to yield the title compounds as a colorless oil. Reagents/catalysts: [Pd] (palladium on carbon). As a reaction SMILES: [CH3:1][O:2][CH2:3][CH2:4][N:5]1[CH:9]=[C:8]([C:10]2[CH:15]=[CH:14][CH:13]=[CH:12][CH:11]=2)[N:7]([C:16](=[O:18])[CH3:17])[C:6]1=[O:19].[H][H]>[Pd].C(O)C>[CH3:1][O:2][CH2:3][CH2:4][N:5]1[CH2:9][CH:8]([C:10]2[CH:11]=[CH:12][CH:13]=[CH:14][CH:15]=2)[N:7]([C:16](=[O:18])[CH3:17])[C:6]1=[O:19]. Product: COCCN1C(N(C(C1)C1=CC=CC=C1)C(C)=O)=O (Racemic 1-(2-methoxyethyl)-3-acetyl-4-phenyl-2-imidazolidone). Starting materials: COCCN1C(N(C(=C1)C1=CC=CC=C1)C(C)=O)=O (1-(2-methoxyethyl)-3-acetyl-4-phenyl-4-imidazolin-2-one), [H][H] (hydrogen). Starting materials: O=C([O-])[O-], CC(C)I, [K+], [K+], O, CN1C(=O)c2ccccc2CC1c1ccc(O)cc1. Product: CC(C)Oc1ccc(C2Cc3ccccc3C(=O)N2C)cc1. As a reaction SMILES: [C:20](=[O:21])([O-:22])[O-:23].[CH:26]([CH3:27])([CH3:28])[I:29].[K+:24].[K+:25].[OH2:30].[OH:1][c:2]1[cH:3][cH:4][c:5]([CH:8]2[N:9]([CH3:19])[C:10](=[O:18])[c:11]3[cH:12][cH:13][cH:14][cH:15][c:16]3[CH2:17]2)[cH:6][cH:7]1>>[O:1]([c:2]1[cH:3][cH:4][c:5]([CH:8]2[N:9]([CH3:19])[C:10](=[O:18])[c:11]3[cH:12][cH:13][cH:14][cH:15][c:16]3[CH2:17]2)[cH:6][cH:7]1)[CH:26]([CH3:27])[CH3:28]. Starting materials: ClC1=NC=CC=C1Cl (2,3-dichloropyridine), C[C@H]1NCCNC1 ((R)-(−)-2-methylpiperazine), C(=O)([O-])[O-].[K+].[K+] (K2CO3). Run in O (water), CC(=O)N(C)C (DMA). Yields the product N1=C(C=CC=C1)N1CCNCC1 (pyridylpiperazine). As a reaction SMILES: Cl[C:2]1[C:7](Cl)=[CH:6][CH:5]=[CH:4][N:3]=1.C[C@@H:10]1[CH2:15][NH:14][CH2:13][CH2:12][NH:11]1.C([O-])([O-])=O.[K+].[K+]>CC(N(C)C)=O.O>[N:3]1[CH:4]=[CH:5][CH:6]=[CH:7][C:2]=1[N:11]1[CH2:12][CH2:13][NH:14][CH2:15][CH2:10]1 |f:2.3.4|. Procedure: Dissolve 2,3-dichloropyridine (8.5 g, 0.057 moles) and (R)-(−)-2-methylpiperazine (5.75 g, 0.057 moles) in DMA(125.0 mL) under nitrogen atmosphere. Add anhydrous powdered K2CO3 (23.75 g, 0.172 moles) to this mixture and stir at 135-140° C. for 48 hours. Cool the reaction mixture to room temperature, dilute with water (400 mL), extract with EtOAc (3×200 mL) and wash the combined organic extract with brine (2×150 mL). Dry over MgSO4, concentrate under vacuum to afford crude product as orange yello... Reactants: C(=O)([O-])[O-].[K+].[K+] (K2CO3), B.O1CCCC1 (Borane tetrahydrofuran), C(C)(C)(C)OC(=O)N1CCC(C(=O)O)CC1 (N-tert-butoxycarbonylisonipecotic acid), O (Water). The solvent is O1CCCC1 (tetrahydrofuran). Reaction conditions: temperature 0 celsius, time 8 hour. The product is C(C)(C)(C)OC(=O)N1CCC(CC1)CO (N-tert-Butoxycarbonyl-4-piperidinemethanol). Yield: 84.5%. RXN SMILES: B.O1CCCC1.[C:7]([O:11][C:12]([N:14]1[CH2:22][CH2:21][CH:17]([C:18](O)=[O:19])[CH2:16][CH2:15]1)=[O:13])([CH3:10])([CH3:9])[CH3:8].O.C([O-])([O-])=O.[K+].[K+]>O1CCCC1>[C:7]([O:11][C:12]([N:14]1[CH2:22][CH2:21][CH:17]([CH2:18][OH:19])[CH2:16][CH2:15]1)=[O:13])([CH3:10])([CH3:9])[CH3:8] |f:0.1,4.5.6|. Procedure details: Borane-tetrahydrofuran (1 M, 25 mL, 25 mmol) was added slowly to N-tert-butoxycarbonylisonipecotic acid (5.73 g, 25 mmol), as prepared in the preceding step, in tetrahydrofuran (50 mL) at 0° C.(ice-bath) over 30 min. The mixture was stirred at 0° C. overnight and then warmed up to room temperature for 6 h. Water (10 mL) was added slowly and then K2CO3 (5 g in 50 mL water) was added. The mixture was extracted with ethyl acetate (3×50 mL). The organic phase was washed sequentially with saturated N... Starting materials: CCCC(CO)NC(=O)OC(C)(C)C, ClCCCl, Cc1ccccc1, CS(C)=O, O=C(O)C(Cl)Cl. Yields the product CCCC(C=O)NC(=O)OC(C)(C)C. RXN SMILES: [C:1](=[O:2])([O:3][C:4]([CH3:5])([CH3:6])[CH3:7])[NH:8][CH:9]([CH2:10][CH2:11][CH3:12])[CH2:13][OH:14].[CH2:22]([Cl:23])[CH2:24][Cl:25].[CH3:15][c:16]1[cH:17][cH:18][cH:19][cH:20][cH:21]1.[CH3:32][S:33]([CH3:34])=[O:35].[OH:26][C:27]([CH:28]([Cl:29])[Cl:30])=[O:31]>>[C:1](=[O:2])([O:3][C:4]([CH3:5])([CH3:6])[CH3:7])[NH:8][CH:9]([CH2:10][CH2:11][CH3:12])[CH:13]=[O:14]. Reaction SMILES: [Br:1][c:2]1[cH:3][cH:4][c:5]([C:8]([CH2:9][c:10]2[s:11][cH:12][c:13]([CH3:16])[c:14]2[F:15])=[N:17][OH:18])[cH:6][cH:7]1.[C:39]([CH3:40])(=[O:41])[n:42]1[cH:43][cH:44][n:45][cH:46]1.[CH2:34]([Li:35])[CH2:36][CH2:37][CH3:38].[CH3:53][CH2:54][CH2:55][CH2:56][CH2:57][CH3:58].[CH:19]([N-:20][CH:21]([CH3:22])[CH3:23])([CH3:24])[CH3:25].[CH:27]([NH:28][CH:29]([CH3:30])[CH3:31])([CH3:32])[CH3:33].[ClH:47].[Li+:26].[O:48]1[CH2:49][CH2:50][CH2:51][CH2:52]1>>[Br:1][c:2]1[cH:3][cH:4][c:5]([C:8]2=[N:17][O:18][C:39]([CH3:40])([OH:41])[CH:9]2[c:10]2[s:11][cH:12][c:13]([CH3:16])[c:14]2[F:15])[cH:6][cH:7]1. The product is Cc1csc(C2C(c3ccc(Br)cc3)=NOC2(C)O)c1F. The reactants are Cc1csc(CC(=NO)c2ccc(Br)cc2)c1F, CC(=O)n1ccnc1, [Li]CCCC, CCCCCC, CC(C)[N-]C(C)C, CC(C)NC(C)C, Cl, [Li+], C1CCOC1.